This data is from the Open Reaction Database (ORD), a public repository of structured organic reaction records. The task is: describe an organic reaction: reactants, conditions, products, and yield Reactants: Cl (hydrochloric acid), ClC=1C(=C(C=C2C(C(=C3N(C12)C(S3)C)C(=O)OCC)=O)F)N3C[C@H](CC3)N(C)C (ethyl 8-chloro-7-((S)-3-dimethylamino-1-pyrrolidinyl)-6-fluoro-1-methyl-4-oxo-1H,4H-[1,3]thiazeto[3,2-a]quinoline-3-carboxylate), [OH-].[K+] (potassium hydroxide), C(C)(C)(C)O (tert-butanol). The solvent is O (water). Reaction conditions: temperature 60 celsius. Product: ClC=1C(=C(C=C2C(C(=C3N(C12)C(S3)C)C(=O)O)=O)F)N3C[C@H](CC3)N(C)C (8-Chloro-7-((S)-3-dimethylamino-1-pyrrolidinyl)-6-fluoro-1-methyl-4-oxo-1H,4H-[1,3]thiazeto[3,2-a]quinoline-3-carboxylic acid). The yield is 60.7%. As a reaction SMILES: [Cl:1][C:2]1[C:3]([N:22]2[CH2:26][CH2:25][C@H:24]([N:27]([CH3:29])[CH3:28])[CH2:23]2)=[C:4]([F:21])[CH:5]=[C:6]2[C:11]=1[N:10]1[CH:12]([CH3:14])[S:13][C:9]1=[C:8]([C:15]([O:17]CC)=[O:16])[C:7]2=[O:20].[OH-].[K+].C(O)(C)(C)C.Cl>O>[Cl:1][C:2]1[C:3]([N:22]2[CH2:26][CH2:25][C@H:24]([N:27]([CH3:28])[CH3:29])[CH2:23]2)=[C:4]([F:21])[CH:5]=[C:6]2[C:11]=1[N:10]1[CH:12]([CH3:14])[S:13][C:9]1=[C:8]([C:15]([OH:17])=[O:16])[C:7]2=[O:20] |f:1.2|. Reported procedure: A mixture of 0.44 g of ethyl 8-chloro-7-((S)-3-dimethylamino-1-pyrrolidinyl)-6-fluoro-1-methyl-4-oxo-1H,4H-[1,3]thiazeto[3,2-a]quinoline-3-carboxylate, 0.33 g of 85% potassium hydroxide, 2.0 ml of tert-butanol and 6.0 ml of water was heated at 60° C. for 1 hour with stirring. After cooling, the reaction mixture was neutralized with 10% hydrochloric acid, and evaporated. To the residue, water was added and the residue was extracted with chloroform. The extract was dried and acidified with ethanol... Reactants: CS(=O)C1C=NC2=CC=CC=C2C1=O (3-methylsulphinyl-4-quinolone), C([O-])([O-])=O.[K+].[K+] (potassium carbonate), C(CCC)Br (n-butyl bromide). Run in CC(=O)C (acetone). Product: C(CCC)N1C=C(C(C2=CC=CC=C12)=O)S(=O)C (1-n-butyl-3-methylsulphinyl-4-quinolone). RXN SMILES: [CH3:1][S:2]([CH:4]1[C:13](=[O:14])[C:12]2[C:7](=[CH:8][CH:9]=[CH:10][CH:11]=2)[N:6]=[CH:5]1)=[O:3].C(=O)([O-])[O-].[K+].[K+].[CH2:21](Br)[CH2:22][CH2:23][CH3:24]>CC(C)=O>[CH2:21]([N:6]1[C:7]2[C:12](=[CH:11][CH:10]=[CH:9][CH:8]=2)[C:13](=[O:14])[C:4]([S:2]([CH3:1])=[O:3])=[CH:5]1)[CH2:22][CH2:23][CH3:24] |f:1.2.3|. Procedure details: A mixture of 3-methylsulphinyl-4-quinolone (1.035 g.), anhydrous potassium carbonate (1.38 g.), n-butyl bromide (0.685 g.) and dry acetone (50 ml.) was refluxed for 24 hours. The mixture was filtered and the filtrate evaporated to dryness. The resulting oil was dissolved in chloroform (50 ml.). The solution was washed with water, dried and evaporated. The residue oil was triturated with light petroleum to give the solid product 1-n-butyl-3-methylsulphinyl-4-quinolone, m.p. 103°-105°.